describe an organic reaction: reactants, conditions, products, and yield From a dataset of the Open Reaction Database (ORD), a public repository of structured organic reaction records. The reactants are BrC=1N=C2C(=NC1)N(C=C2C=O)COCC[Si](C)(C)C (2-bromo-5-(2-trimethylsilanyl-ethoxymethyl)-5H-pyrrolo[2,3-b]pyrazine-7-carbaldehyde), ClC1=CC=C2C(=NN(C2=C1)C)[Sn](CCCC)(CCCC)CCCC (6-chloro-1-methyl-3-tributylstannyl-1H-indazole). The reagents and catalysts are C=1C=CC(=CC1)[P](C=2C=CC=CC2)(C=3C=CC=CC3)[Pd]([P](C=4C=CC=CC4)(C=5C=CC=CC5)C=6C=CC=CC6)([P](C=7C=CC=CC7)(C=8C=CC=CC8)C=9C=CC=CC9)[P](C=1C=CC=CC1)(C=1C=CC=CC1)C=1C=CC=CC1 (tetrakis(triphenylphosphine)palladium(0)), [Cu]I (copper(I) iodide). Run in CN(C)C=O (DMF). Conditions: temperature 80 celsius, time 8 hour. Yields the product ClC1=CC=C2C(=NN(C2=C1)C)C=1N=C2C(=NC1)N(C=C2C=O)COCC[Si](C)(C)C (2-(6-chloro-1-methyl-1H-indazol-3-yl)-5-(2-trimethylsilanyl-ethoxymethyl)-5H-pyrrolo[2,3-b]pyrazine-7-carbaldehyde). The yield is 84.0%. RXN SMILES: Br[C:2]1[N:3]=[C:4]2[C:10]([CH:11]=[O:12])=[CH:9][N:8]([CH2:13][O:14][CH2:15][CH2:16][Si:17]([CH3:20])([CH3:19])[CH3:18])[C:5]2=[N:6][CH:7]=1.[Cl:21][C:22]1[CH:30]=[C:29]2[C:25]([C:26]([Sn](CCCC)(CCCC)CCCC)=[N:27][N:28]2[CH3:31])=[CH:24][CH:23]=1>CN(C=O)C.C1C=CC([P]([Pd]([P](C2C=CC=CC=2)(C2C=CC=CC=2)C2C=CC=CC=2)([P](C2C=CC=CC=2)(C2C=CC=CC=2)C2C=CC=CC=2)[P](C2C=CC=CC=2)(C2C=CC=CC=2)C2C=CC=CC=2)(C2C=CC=CC=2)C2C=CC=CC=2)=CC=1.[Cu]I>[Cl:21][C:22]1[CH:30]=[C:29]2[C:25]([C:26]([C:2]3[N:3]=[C:4]4[C:10]([CH:11]=[O:12])=[CH:9][N:8]([CH2:13][O:14][CH2:15][CH2:16][Si:17]([CH3:20])([CH3:19])[CH3:18])[C:5]4=[N:6][CH:7]=3)=[N:27][N:28]2[CH3:31])=[CH:24][CH:23]=1 |^1:53,55,74,93|. Procedure details: In a round-bottomed flask, 2-bromo-5-(2-trimethylsilanyl-ethoxymethyl)-5H-pyrrolo[2,3-b]pyrazine-7-carbaldehyde (400 mg, 1.12 mmol) and 6-chloro-1-methyl-3-tributylstannyl-1H-indazole (1.11 g, 1.7 mmol) were dissolved in DMF (10 mL). The flask was evacuated and backfilled with argon then tetrakis(triphenylphosphine)palladium(0) (65 mg, 0.056 mmol) and copper(I) iodide (43 mg, 0.23 mmol) were added. The reaction mixture was stirred at 80° C. in an oil bath overnight then cooled to room temperatur...